This data is from the Open Reaction Database (ORD), a public repository of structured organic reaction records. The task is: describe an organic reaction: reactants, conditions, products, and yield Reactants: IC1=C(C=C(C=C1)C)S(=O)(=O)O (2-iodo-5-methylbenzenesulfonic acid), OOS(=O)[O-].[K+] (Oxone), C1(=CC=CC=C1)C(C)O (1-phenylethanol). Run in C(C)#N (acetonitrile). Reaction conditions: temperature 70 celsius, time 1 hour. The product is C(C)(=O)C1=CC=CC=C1 (acetophenone). RXN SMILES: IC1C=CC(C)=CC=1S(O)(=O)=O.OOS([O-])=O.[K+].[C:19]1([CH:25]([OH:27])[CH3:26])[CH:24]=[CH:23][CH:22]=[CH:21][CH:20]=1>C(#N)C>[C:25]([C:19]1[CH:24]=[CH:23][CH:22]=[CH:21][CH:20]=1)(=[O:27])[CH3:26] |f:1.2|. Procedure details: 8.9 mg (0.03 mmol) of 2-iodo-5-methylbenzenesulfonic acid prepared by Preparation Example 2, 1.48 g (2.4 mmol) of powdered Oxone (registered trademark) and 367 mg (3 mmol) of 1-phenylethanol were added to 3.75 ml of acetonitrile, and the mixture was heated at 70° C. while being stirred for one hour. The later treatment was carried out in the same way as in Example 1, and then acetophenone was obtained. The yield of the obtained acetophenone was determined and the result is shown in Table 1.